From a dataset of the Open Reaction Database (ORD), a public repository of structured organic reaction records. describe an organic reaction: reactants, conditions, products, and yield Starting materials: COc1cc(-c2nnc(C)[nH]2)ccc1N, CC#N, O=C=NC(=O)c1ccc(F)cc1Cl. Product: COc1cc(-c2nnc(C)[nH]2)ccc1NC(=O)NC(=O)c1ccc(F)cc1Cl. As a reaction SMILES: [CH3:14][O:15][c:16]1[c:17]([NH2:28])[cH:18][cH:19][c:20](-[c:22]2[n:23][n:24][c:25]([CH3:27])[nH:26]2)[cH:21]1.[CH3:29][C:30]#[N:31].[Cl:1][c:2]1[c:3]([C:4](=[O:5])[N:6]=[C:7]=[O:8])[cH:9][cH:10][c:11]([F:13])[cH:12]1>>[Cl:1][c:2]1[c:3]([C:4](=[O:5])[NH:6][C:7](=[O:8])[NH:28][c:17]2[c:16]([O:15][CH3:14])[cH:21][c:20](-[c:22]3[n:23][n:24][c:25]([CH3:27])[nH:26]3)[cH:19][cH:18]2)[cH:9][cH:10][c:11]([F:13])[cH:12]1.